describe an organic reaction: reactants, conditions, products, and yield From a dataset of the Open Reaction Database (ORD), a public repository of structured organic reaction records. As a reaction SMILES: [Br:2][CH2:3][C:4](=[O:5])[c:6]1[n:7][c:8]([NH:11][C:12](=[NH:13])[NH2:14])[s:9][cH:10]1.[BrH:1].[CH3:19][N:20]([CH3:21])[CH:22]=[O:23].[N-:16]=[N+:17]=[N-:18].[Na+:15].[Na+:24].[Na+:25].[O-:26][C:27](=[O:28])[O-:29].[OH2:30]>>[CH2:3]([C:4](=[O:5])[c:6]1[n:7][c:8]([NH:11][C:12](=[NH:13])[NH2:14])[s:9][cH:10]1)[N:16]=[N+:17]=[N-:18]. Starting materials: N=C(N)Nc1nc(C(=O)CBr)cs1, Br, CN(C)C=O, [N-]=[N+]=[N-], [Na+], [Na+], [Na+], O=C([O-])[O-], O. Product: [N-]=[N+]=NCC(=O)c1csc(NC(=N)N)n1. Reactants: C, CCOC(C)=O, [H][H], [Pd], CC(=O)C=Cc1ccc2c(c1)Cc1ccccc1-2. Product: CC(=O)CCc1ccc2c(c1)Cc1ccccc1-2. As a reaction SMILES: [C:21].[CH3:23][CH2:24][O:25][C:26](=[O:27])[CH3:28].[H:19][H:20].[Pd:22].[cH:1]1[c:2]([CH:14]=[CH:15][C:16]([CH3:17])=[O:18])[cH:3][cH:4][c:5]2[c:13]1[CH2:12][c:11]1[c:6]-2[cH:7][cH:8][cH:9][cH:10]1>>[cH:1]1[c:2]([CH2:14][CH2:15][C:16]([CH3:17])=[O:18])[cH:3][cH:4][c:5]2[c:13]1[CH2:12][c:11]1[c:6]-2[cH:7][cH:8][cH:9][cH:10]1.